Dataset: the Open Reaction Database (ORD), a public repository of structured organic reaction records. Task: describe an organic reaction: reactants, conditions, products, and yield Starting materials: BrCCCCCCBr, CN(C)C=O, [H-], [Na+], O, Oc1ccccc1. Yields the product BrCCCCCCOc1ccccc1. Reaction SMILES: [Br:10][CH2:11][CH2:12][CH2:13][CH2:14][CH2:15][CH2:16][Br:17].[CH3:19][N:20]([CH3:21])[CH:22]=[O:23].[H-:1].[Na+:2].[OH2:18].[OH:3][c:4]1[cH:5][cH:6][cH:7][cH:8][cH:9]1>>[O:3]([c:4]1[cH:5][cH:6][cH:7][cH:8][cH:9]1)[CH2:16][CH2:15][CH2:14][CH2:13][CH2:12][CH2:11][Br:10]. Reactants: [H-].[H-].[H-].[H-].[Li+].[Al+3] (LiAlH4), COCCOC=1C=C(C=C(C1)C(F)(F)F)C=1C(=NN(C1C)C1OCCCC1)C(=O)OCC ((R/S) ethyl 4-(3-(2-methoxyethoxy)-5-(trifluoromethyl)phenyl)-5-methyl-1-(tetrahydro-2H-pyran-2-yl)-1H-pyrazole-3-carboxylate). Solvent: O1CCCC1 (tetrahydrofuran), O1CCCC1 (tetrahydrofuran). Run at temperature -40 celsius, time 30 minute. Product: COCCOC=1C=C(C=C(C1)C(F)(F)F)C=1C(=NN(C1C)C1OCCCC1)CO ((R/S) (4-(3-(2-methoxyethoxy)-5-(trifluoromethyl)phenyl)-5-methyl-1-(tetrahydro-2H-pyran-2-yl)-1H-pyrazol-3-yl)methanol). Yield: 43.3%. As a reaction SMILES: [H-].[H-].[H-].[H-].[Li+].[Al+3].[CH3:7][O:8][CH2:9][CH2:10][O:11][C:12]1[CH:13]=[C:14]([C:22]2[C:23]([C:34](OCC)=[O:35])=[N:24][N:25]([CH:28]3[CH2:33][CH2:32][CH2:31][CH2:30][O:29]3)[C:26]=2[CH3:27])[CH:15]=[C:16]([C:18]([F:21])([F:20])[F:19])[CH:17]=1>O1CCCC1>[CH3:7][O:8][CH2:9][CH2:10][O:11][C:12]1[CH:13]=[C:14]([C:22]2[C:23]([CH2:34][OH:35])=[N:24][N:25]([CH:28]3[CH2:33][CH2:32][CH2:31][CH2:30][O:29]3)[C:26]=2[CH3:27])[CH:15]=[C:16]([C:18]([F:21])([F:20])[F:19])[CH:17]=1 |f:0.1.2.3.4.5|. Procedure details: To a mixture of LiAlH4 (60 mg, 1.58 mmol, 4.01 equiv) in anhydrous tetrahydrofuran (15 mL) maintained under nitrogen at −40° C. was added dropwise a solution of (R/S) ethyl 4-(3-(2-methoxyethoxy)-5-(trifluoromethyl)phenyl)-5-methyl-1-(tetrahydro-2H-pyran-2-yl)-1H-pyrazole-3-carboxylate (180 mg, 0.39 mmol, 1.00 equiv) in tetrahydrofuran (5 mL). The reaction was stirred at −40° C. for 30 min then at 25° C. for 1 h. The reaction was quenched with 0.1 mL of saturated NH4Cl solution. The solid materi... The reactants are ClC1=NC=C(C(=N1)NC1CCC2(CCN(CC2)C(=O)OC(C)(C)C)CC1)Cl (tert-butyl 9-((2,5-dichloropyrimidin-4-yl)amino)-3-azaspiro[5.5]undecane-3-carboxylate), Cl.CN1N=CC(=C1)N (1-methyl-1H-pyrazol-4-amine hydrochloride), CCN(C(C)C)C(C)C (DIPEA). Solvent: CCCCO (n-BuOH). Reaction conditions: temperature 150 celsius, time 8 hour. The product is ClC=1C(=NC(=NC1)NC=1C=NN(C1)C)NC1CCC2(CCN(CC2)C(=O)OC(C)(C)C)CC1 (tert-butyl 9-((5-chloro-2-((1-methyl-1H-pyrazol-4-yl)amino)pyrimidin-4-yl)amino)-3-azaspiro[5.5]undecane-3-carboxylate). The yield is 33.2%. RXN SMILES: Cl[C:2]1[N:7]=[C:6]([NH:8][CH:9]2[CH2:26][CH2:25][C:12]3([CH2:17][CH2:16][N:15]([C:18]([O:20][C:21]([CH3:24])([CH3:23])[CH3:22])=[O:19])[CH2:14][CH2:13]3)[CH2:11][CH2:10]2)[C:5]([Cl:27])=[CH:4][N:3]=1.Cl.[CH3:29][N:30]1[CH:34]=[C:33]([NH2:35])[CH:32]=[N:31]1.CCN(C(C)C)C(C)C>CCCCO>[Cl:27][C:5]1[C:6]([NH:8][CH:9]2[CH2:26][CH2:25][C:12]3([CH2:17][CH2:16][N:15]([C:18]([O:20][C:21]([CH3:22])([CH3:23])[CH3:24])=[O:19])[CH2:14][CH2:13]3)[CH2:11][CH2:10]2)=[N:7][C:2]([NH:35][C:33]2[CH:32]=[N:31][N:30]([CH3:29])[CH:34]=2)=[N:3][CH:4]=1 |f:1.2|. Reported procedure: To a solution of tert-butyl 9-((2,5-dichloropyrimidin-4-yl)amino)-3-azaspiro[5.5]undecane-3-carboxylate (230.0 mg, 0.55 mmol) and 1-methyl-1H-pyrazol-4-amine hydrochloride (185.4 mg, 1.39 mmol) in n-BuOH (3 mL) was added DIPEA (215.7 mg, 1.67 mmol). The mixture was stirred at 150° C. overnight and then concentrated in vacuo. The residue was purified by silica gel column chromatography (MeOH/DCM (v/v)=1/100 to 1/70) to give the product as a light yellow solid (87.0 mg, 33.0%). Starting materials: CC1(C(NC(N1)=O)=O)C (5,5-dimethylhydantoin), C([O-])([O-])=O.[K+].[K+] (potassium carbonate), COC(CBr)OC (2-bromoacetaldehyde dimethyl acetal). Solvent: CN(C=O)C (dimethylformamide). The product is COC(CN1C(NC(C1=O)(C)C)=O)OC (3-(2,2-dimethoxyethyl)-5,5-dimethylimidazolidine-2,4-dione). RXN SMILES: [CH3:1][C:2]1([CH3:9])[NH:6][C:5](=[O:7])[NH:4][C:3]1=[O:8].C(=O)([O-])[O-].[K+].[K+].[CH3:16][O:17][CH:18]([O:21][CH3:22])[CH2:19]Br>CN(C)C=O>[CH3:16][O:17][CH:18]([O:21][CH3:22])[CH2:19][N:4]1[C:3](=[O:8])[C:2]([CH3:9])([CH3:1])[NH:6][C:5]1=[O:7] |f:1.2.3|. Procedure details: 85.46 g (0.667 mol) of 5,5-dimethylhydantoin, 110.6 g (0.80 mol) of anhydrous potassium carbonate and 124.0 g (0.7336 mol) of 2-bromoacetaldehyde dimethyl acetal in 600 ml of dimethylformamide are reacted for about 6 hours analogously to Example 1 in a glass apparatus. The reaction mixture is subsequently cooled to room temperature and filtered with suction, the filtrate is evaporated in a rotary evaporator, and the residue is dried at 110° C./0.1 mbar. The crude yield is 143.2 g (99.3% of theor... Procedure details: CF3(CF2)9OCF(CF3)CF2OCOCF(CF3)OCF2CF2CF3 (2.0 g) obtained in Example 23 was charged into a flask together with a NaF powder (0.05 g) and heated at 150° C. for 24 hours in an oil bath with vigorous stirring. At an upper part of the flask, a reflux condenser adjusted to a temperature of 20° C., was installed. After cooling, the liquid sample (1.9 g) was recovered. By GC-MS, it was confirmed that CF3CF(OCF2CF2CF3)COF and the above-identified compound were the main products. The yield was 63.8%. Conditions: temperature 150 celsius. Yield: 63.8%. Yields the product C(F)(F)(F)C(F)(F)C(F)(F)C(F)(F)C(F)(F)C(F)(F)C(F)(F)C(F)(F)C(F)(F)C(F)(F)OC(F)(C(F)(F)F)C(=O)F (CF3(CF2)9OCF(CF3)COF). Starting materials: C(F)(F)(F)C(F)(F)C(F)(F)C(F)(F)C(F)(F)C(F)(F)C(F)(F)C(F)(F)C(F)(F)C(F)(F)OC(F)(C(F)(F)F)C(F)(F)OC(=O)C(F)(C(F)(F)F)OC(F)(F)C(F)(F)C(F)(F)F (CF3(CF2)9OCF(CF3)CF2OCOCF(CF3)OCF2CF2CF3), [F-].[Na+] (NaF). As a reaction SMILES: [C:1]([C:5]([C:8]([C:11]([C:14]([C:17]([C:20]([C:23]([C:26]([C:29]([O:32][C:33]([C:39]([O:42]C(C(OC(C(C(F)(F)F)(F)F)(F)F)(C(F)(F)F)F)=O)(F)[F:40])([C:35]([F:38])([F:37])[F:36])[F:34])([F:31])[F:30])([F:28])[F:27])([F:25])[F:24])([F:22])[F:21])([F:19])[F:18])([F:16])[F:15])([F:13])[F:12])([F:10])[F:9])([F:7])[F:6])([F:4])([F:3])[F:2].[F-].[Na+]>>[C:1]([C:5]([C:8]([C:11]([C:14]([C:17]([C:20]([C:23]([C:26]([C:29]([O:32][C:33]([C:39]([F:40])=[O:42])([C:35]([F:36])([F:37])[F:38])[F:34])([F:30])[F:31])([F:27])[F:28])([F:25])[F:24])([F:22])[F:21])([F:19])[F:18])([F:16])[F:15])([F:13])[F:12])([F:10])[F:9])([F:7])[F:6])([F:4])([F:3])[F:2] |f:1.2|. Reactants: CCOC(=O)c1oc2ccc(C#N)cc2c1O, O=C([O-])[O-], COS(=O)(=O)OC, CC(C)=O, [K+], [K+]. Yields the product CCOC(=O)c1oc2ccc(C#N)cc2c1OC. RXN SMILES: [C:1](#[N:2])[c:3]1[cH:4][cH:5][c:6]2[c:7]([c:8]([OH:16])[c:9]([C:11](=[O:12])[O:13][CH2:14][CH3:15])[o:10]2)[cH:17]1.[C:25](=[O:26])([O-:27])[O-:28].[CH3:18][O:19][S:20]([O:21][CH3:22])(=[O:23])=[O:24].[CH3:31][C:32](=[O:33])[CH3:34].[K+:29].[K+:30]>>[C:1](#[N:2])[c:3]1[cH:4][cH:5][c:6]2[c:7]([c:8]([O:16][CH3:18])[c:9]([C:11](=[O:12])[O:13][CH2:14][CH3:15])[o:10]2)[cH:17]1. Reactants: CC1=NC2=C(C=C(C=C2C=C1)OC)[N+](=O)[O-] (2-methyl-6-methoxy-8-nitroquinoline), COCOC (dimethoxymethane), B(Br)(Br)Br (BBr3), I (HI). Product: CC1=NC2=C(C=C(C=C2C=C1)OCOC)[N+](=O)[O-] (2-methyl-6-methoxymethyloxy-8-nitroquinoline). As a reaction SMILES: [CH3:1][C:2]1[CH:11]=[CH:10][C:9]2[C:4](=[C:5]([N+:14]([O-:16])=[O:15])[CH:6]=[C:7]([O:12][CH3:13])[CH:8]=2)[N:3]=1.B(Br)(Br)Br.I.[CH3:22][O:23]COC>>[CH3:1][C:2]1[CH:11]=[CH:10][C:9]2[C:4](=[C:5]([N+:14]([O-:16])=[O:15])[CH:6]=[C:7]([O:12][CH2:13][O:23][CH3:22])[CH:8]=2)[N:3]=1. Reported procedure: The preparation of chelators where R8 and R9 are part of a quinoline ring and W=OH begins, for example, with 2-methyl-6-methoxy-8-nitroquinoline. The methoxy group could be cleaved with BBr3 or hot HI to yield a 6-hydroxy group, which could then be protected by reaction with dimethoxymethane under acid catalysis to yield 2-methyl-6-methoxymethyloxy-8-nitroquinoline. This can be used as starting material for the synthesis outlined above for 2-methyl-6-W-8-nitroquinoline, leading to chelators with...